This data is from the Open Reaction Database (ORD), a public repository of structured organic reaction records. The task is: describe an organic reaction: reactants, conditions, products, and yield The reactants are amide, CN(S(=O)(=O)C1=C(C=C(C=C1)[N+](=O)[O-])C(F)(F)F)C (N,N-dimethyl-4-nitro-2-(trifluoromethyl)benzenesulfonamide). The reagents and catalysts are [Fe] (iron). The solvent is C(C)(=O)O (acetic acid). The product is CN(S(=O)(=O)C1=C(C=C(N)C=C1)C(F)(F)F)C (4-(dimethylsulfamoyl)-3-(trifluoromethyl)aniline). Isolated yield 83.0%. Reaction SMILES: [CH3:1][N:2]([CH3:19])[S:3]([C:6]1[CH:11]=[CH:10][C:9]([N+:12]([O-])=O)=[CH:8][C:7]=1[C:15]([F:18])([F:17])[F:16])(=[O:5])=[O:4]>C(O)(=O)C.[Fe]>[CH3:1][N:2]([CH3:19])[S:3]([C:6]1[CH:11]=[CH:10][C:9]([NH2:12])=[CH:8][C:7]=1[C:15]([F:17])([F:16])[F:18])(=[O:4])=[O:5]. Procedure details: To a heated mixture containing 13.5 g (0.045 mole) of the amide prepared as in (b) above in 250 ml of 5% acetic acid was added portionwise and with stirring 12 g of iron powder. The mixture was refluxed for 1/2 hour. The mixture was filtered while hot and the cooled filtrate was extracted with ether. The ether extract was washed with aqueous sodium bicarbonate, dried, concentrated and recrystallized from ether-hexane (1:2) to give 10.1 g (83%) of product as a colorless solid; m.p. 140°-142° C.